Dataset: the Open Reaction Database (ORD), a public repository of structured organic reaction records. Task: describe an organic reaction: reactants, conditions, products, and yield The reactants are C(C)(C)(C)OC(=O)N1[C@H](C(=O)O)C[C@H](C1)O ((4R)-1-(tert-butoxy carbonyl)-4-hydroxy-L-proline), C=1C=CC2=C(C1)N=NN2O.O (HOBt H2O), C(CCl)Cl.Cl (EDC HCl), aqueous solution, CNC (dimethylamine). The solvent is C1CCOC1 (THF). Run at time 15 minute. Product: CN(C(=O)[C@H]1N(C[C@@H](C1)O)C(=O)OC(C)(C)C)C (tert-butyl (2S,4R)-2-[(dimethylamino)carbonyl]-4-hydroxypyrrolidine-1-carboxylate). As a reaction SMILES: [C:1]([O:5][C:6]([N:8]1[CH2:15][C@H:14]([OH:16])[CH2:13][C@H:9]1[C:10](O)=[O:11])=[O:7])([CH3:4])([CH3:3])[CH3:2].C1C=CC2N(O)N=NC=2C=1.O.C(Cl)CCl.Cl.[CH3:33][NH:34][CH3:35]>C1COCC1>[CH3:33][N:34]([CH3:35])[C:10]([C@@H:9]1[CH2:13][C@@H:14]([OH:16])[CH2:15][N:8]1[C:6]([O:5][C:1]([CH3:4])([CH3:3])[CH3:2])=[O:7])=[O:11] |f:1.2,3.4|. Procedure details: To a solution of 25.1 g of (4R)-1-(tert-butoxy carbonyl)-4-hydroxy-L-proline in THF (250 ml) was added 24.9 g of HOBt/H2O and 24.9 g of EDC/HCl under ice cooling, and the reaction mixture was stirred for 15 minutes. To the reaction mixture was added dropwise 10.7 g of an aqueous solution of 50% dimethylamine over 10 minutes, then, the reaction mixture was stirred at room temperature for 15 hours. The solvent was evaporated under reduced pressure, then, an aqueous solution of saturated NaHCO3 was... Yields the product CN(CCCNC(=O)C=1C=C(C=CC1)C1=CC(=CC=C1)CSCCOC1=CC=CC=C1)C (3′-(2-Phenoxy-ethylsulfanylmethyl)-biphenyl-3-carboxylic acid (3-dimethylamino-propyl)-amide). Procedure details: 3′-(2-Phenoxy-ethylsulfanylmethyl)-biphenyl-3-carboxylic acid (3-dimethylamino-propyl)-amide was synthesized as described for 4′-(2-phenoxy-ethylsulfanylmethyl)-biphenyl-3-carboxylic acid (3-dimethylamino-propyl)-amide. 3′-(2-Phenoxy-ethylsulfanylmethyl)-biphenyl-3-carboxylic acid (0.7 g, 1.92 mmol, 1 eq.) in anhydrous THF was treated with 1,1-carbonyldiimidazole (0.32 g, 1.96 mmol, 1.02 eq.), and 3-(dimethylamino)propylamine (0.30 g, 2.30 mmol, 1.2 eq.) as described. When complete, the reaction... Solvent: C1CCOC1 (THF). Starting materials: O(C1=CC=CC=C1)CCSCC=1C=C(C=CC1)C1=CC(=CC=C1)C(=O)O (3′-(2-Phenoxy-ethylsulfanylmethyl)-biphenyl-3-carboxylic acid), 1,1-carbonyldiimidazole, CN(CCCN)C (3-(dimethylamino)propylamine), CN(CCCNC(=O)C=1C=C(C=CC1)C1=CC=C(C=C1)CSCCOC1=CC=CC=C1)C (4′-(2-phenoxy-ethylsulfanylmethyl)-biphenyl-3-carboxylic acid (3-dimethylamino-propyl)-amide). Reaction SMILES: [CH3:1][N:2]([CH3:32])[CH2:3][CH2:4][CH2:5][NH:6][C:7]([C:9]1[CH:10]=[C:11]([C:15]2[CH:20]=[CH:19][C:18](CSCCOC3C=CC=CC=3)=[CH:17][CH:16]=2)[CH:12]=[CH:13][CH:14]=1)=[O:8].[O:33]([CH2:40][CH2:41][S:42][CH2:43]C1C=C(C2C=CC=C(C(O)=O)C=2)C=CC=1)[C:34]1[CH:39]=[CH:38][CH:37]=[CH:36][CH:35]=1.CN(C)CCCN>C1COCC1>[CH3:32][N:2]([CH3:1])[CH2:3][CH2:4][CH2:5][NH:6][C:7]([C:9]1[CH:10]=[C:11]([C:15]2[CH:16]=[CH:17][CH:18]=[C:19]([CH2:43][S:42][CH2:41][CH2:40][O:33][C:34]3[CH:39]=[CH:38][CH:37]=[CH:36][CH:35]=3)[CH:20]=2)[CH:12]=[CH:13][CH:14]=1)=[O:8]. Reactants: CCCCC(CC)COc1ccc(C=O)cc1, CO, N#CCc1ccccc1, [Na+], [OH-], O. The product is CCCCC(CC)COc1ccc(C=C(C#N)c2ccccc2)cc1. Reaction SMILES: [CH2:1]([CH3:2])[CH:3]([CH2:4][O:5][c:6]1[cH:7][cH:8][c:9]([CH:10]=[O:11])[cH:12][cH:13]1)[CH2:14][CH2:15][CH2:16][CH3:17].[CH3:27][OH:28].[N:18]#[C:19][CH2:20][c:21]1[cH:22][cH:23][cH:24][cH:25][cH:26]1.[Na+:30].[OH-:29].[OH2:31]>>[CH2:1]([CH3:2])[CH:3]([CH2:4][O:5][c:6]1[cH:7][cH:8][c:9]([CH:10]=[C:20]([C:19]#[N:18])[c:21]2[cH:22][cH:23][cH:24][cH:25][cH:26]2)[cH:12][cH:13]1)[CH2:14][CH2:15][CH2:16][CH3:17]. Reactants: CC(=O)[O-], Cc1cc(C)cc(C(=O)c2c(C(C)C)c(=O)[nH]c(=O)n2CC=CCCl)c1, [Na+], CN(C)C=O. Product: CC(=O)OCC=CCn1c(C(=O)c2cc(C)cc(C)c2)c(C(C)C)c(=O)[nH]c1=O. As a reaction SMILES: [CH3:28][C:29]([O-:30])=[O:31].[Cl:1][CH2:2][CH:3]=[CH:4][CH2:5][n:6]1[c:7](=[O:26])[nH:8][c:9](=[O:25])[c:10]([CH:22]([CH3:23])[CH3:24])[c:11]1[C:12]([c:13]1[cH:14][c:15]([CH3:20])[cH:16][c:17]([CH3:19])[cH:18]1)=[O:21].[Na+:27].[O:32]=[CH:33][N:34]([CH3:35])[CH3:36]>>[CH2:2]([CH:3]=[CH:4][CH2:5][n:6]1[c:7](=[O:26])[nH:8][c:9](=[O:25])[c:10]([CH:22]([CH3:23])[CH3:24])[c:11]1[C:12]([c:13]1[cH:14][c:15]([CH3:20])[cH:16][c:17]([CH3:19])[cH:18]1)=[O:21])[O:31][C:29]([CH3:28])=[O:30].